Dataset: the Open Reaction Database (ORD), a public repository of structured organic reaction records. Task: describe an organic reaction: reactants, conditions, products, and yield Reactants: C(C)O (ethanol), [OH-].[Na+] (sodium hydroxide), COC(CC1=CC=C(C=C1)C#CC1=CC(=C(C(=C1)C(C)(C)C)OC)C(C)(C)C)=O ([4-(3,5-di-tert-butyl-4-methoxy-phenylethynyl)-phenyl]-acetic acid methyl ester), COC(CC1=CC=C(C=C1)C#CC1=CC(=C(C(=C1)C(C)(C)C)OC)C(C)(C)C)=O ([4-(3,5-di-tert-butyl-4-methoxy-phenylethynyl)-phenyl]-acetic acid methyl ester), O (water). The solvent is C(C)#N (acetonitrile). As a reaction SMILES: C[O:2][C:3](=[O:29])[CH2:4][C:5]1[CH:10]=[CH:9][C:8]([C:11]#[C:12][C:13]2[CH:18]=[C:17]([C:19]([CH3:22])([CH3:21])[CH3:20])[C:16]([O:23][CH3:24])=[C:15]([C:25]([CH3:28])([CH3:27])[CH3:26])[CH:14]=2)=[CH:7][CH:6]=1.[OH-].[Na+].C(O)C.O>C(#N)C>[C:25]([C:15]1[CH:14]=[C:13]([C:12]#[C:11][C:8]2[CH:9]=[CH:10][C:5]([CH2:4][C:3]([OH:29])=[O:2])=[CH:6][CH:7]=2)[CH:18]=[C:17]([C:19]([CH3:22])([CH3:21])[CH3:20])[C:16]=1[O:23][CH3:24])([CH3:26])([CH3:27])[CH3:28] |f:1.2|. Reported procedure: Following General Procedure I and using [4-(3,5-di-tert-butyl-4-methoxy-phenylethynyl)-phenyl]-acetic acid methyl ester (Compound 142, 0.114 g, 0.29 mmol), 5M aqueous sodium hydroxide solution (2 mL) and ethanol (4 mL), followed by preparative reverse phase HPLC using 10% water in acetonitrile as the mobile phase, the title compound was obtained as a white solid (0.097 g, 88%). Yield: 88.0%. The product is C(C)(C)(C)C=1C=C(C=C(C1OC)C(C)(C)C)C#CC1=CC=C(C=C1)CC(=O)O ([4-(3,5-Di-tert-butyl-4-methoxy-phenylethynyl)-phenyl]-acetic Acid), solid. Starting materials: C(C(=O)C)#N (pyruvonitrile), 1, solution, [Li+].CC(C)[N-]C(C)C (LDA). Run in C1CCOC1 (THF), C1CCOC1 (THF). Reaction conditions: time 1 hour. The product is N1C=CC2=CC=CC=C12 (indole). Yield: 48.0%. As a reaction SMILES: [Li+].C[CH:3]([N-:5][CH:6]([CH3:8])[CH3:7])[CH3:4].[C:9](#N)[C:10]([CH3:12])=O>C1COCC1>[NH:5]1[C:6]2[C:7](=[CH:9][CH:10]=[CH:12][CH:8]=2)[CH:4]=[CH:3]1 |f:0.1|. Reported procedure: To a solution of 1 (426 mg, 1.26 mmol) in THF (6 mL) at −78° C. was added dropwise a 1.8 M solution of LDA in THF (1.54 mL, 2.78 mmol) and the reaction stirred for 1 hour, then pyruvonitrile (0.208 mL, 2.78 mmol) was added dropwise and the reaction was stirred for 15 minutes turning homogeneous. The reaction was quenched by the addition of satd. NH4Cl (10 mL), the layers separated, and the aqueous extracted with Et2O (3×10 mL). The combined organics were dried (MgSO4), filtered and concentrated ...